Dataset: the Open Reaction Database (ORD), a public repository of structured organic reaction records. Task: describe an organic reaction: reactants, conditions, products, and yield Starting materials: N1=C(C=CC2=CC=CC=C12)COC1=CC=C(CCl)C=C1 (4-(quinolin-2-ylmethoxy)benzyl chloride), C[Mg]Br (methyl magnesium bromide), N1C=CC=2C(=CC=CC12)C(=O)OC (methyl indole-4-carboxylate). Solvent: CN(C=O)C (dimethylformamide), C(CCC)OCCCC (n-butyl ether), CN(C=O)C (dimethylformamide). Product: COC(=O)C=1C=2C(=CNC2C=CC1)CC1=CC=C(C=C1)OCC1=NC2=CC=CC=C2C=C1 (3-[4-(Quinolin-2-ylmethoxy)benzyl]indole-4-carboxylic acid methyl ester). As a reaction SMILES: C[Mg]Br.[NH:4]1[C:12]2[CH:11]=[CH:10][CH:9]=[C:8]([C:13]([O:15][CH3:16])=[O:14])[C:7]=2[CH:6]=[CH:5]1.[N:17]1[C:26]2[C:21](=[CH:22][CH:23]=[CH:24][CH:25]=2)[CH:20]=[CH:19][C:18]=1[CH2:27][O:28][C:29]1[CH:36]=[CH:35][C:32]([CH2:33]Cl)=[CH:31][CH:30]=1>C(OCCCC)CCC.CN(C)C=O>[CH3:16][O:15][C:13]([C:8]1[C:7]2[C:6]([CH2:33][C:32]3[CH:31]=[CH:30][C:29]([O:28][CH2:27][C:18]4[CH:19]=[CH:20][C:21]5[C:26](=[CH:25][CH:24]=[CH:23][CH:22]=5)[N:17]=4)=[CH:36][CH:35]=3)=[CH:5][NH:4][C:12]=2[CH:11]=[CH:10][CH:9]=1)=[O:14]. Procedure details: A solution of methyl magnesium bromide in n-butyl ether (1.0M, 10.3 ml) was added dropwise to a solution of methyl indole-4-carboxylate (1.5 g) in dry dimethylformamide (15 ml) stirred under an atmosphere of nitrogen at room temperature. The mixture was stirred at room temperature for 20 minutes then a solution of 4-(quinolin-2-ylmethoxy)benzyl chloride (Example 1a) (2.35 g) in dry dimethylformamide (10 ml) added dropwise. The mixture was stirred at room temperature overnight, concentrated in va... The reactants are O=C1CCC(=O)N1Br, Cc1ccccc1OC(=O)c1ccccc1, CCCCCC, CC(C)(C#N)N=NC(C)(C)C#N. Product: O=C(Oc1ccccc1CBr)c1ccccc1. RXN SMILES: [Br:29][N:30]1[C:31](=[O:32])[CH2:33][CH2:34][C:35]1=[O:36].[C:1]([c:2]1[cH:3][cH:4][cH:5][cH:6][cH:7]1)(=[O:8])[O:9][c:10]1[c:11]([CH3:16])[cH:12][cH:13][cH:14][cH:15]1.[CH3:37][CH2:38][CH2:39][CH2:40][CH2:41][CH3:42].[N:17]([C:18]([CH3:19])([CH3:20])[C:21]#[N:22])=[N:23][C:24]([CH3:25])([CH3:26])[C:27]#[N:28]>>[C:1]([c:2]1[cH:3][cH:4][cH:5][cH:6][cH:7]1)(=[O:8])[O:9][c:10]1[c:11]([CH2:16][Br:29])[cH:12][cH:13][cH:14][cH:15]1.